From a dataset of the Open Reaction Database (ORD), a public repository of structured organic reaction records. describe an organic reaction: reactants, conditions, products, and yield The reactants are BrCCCCCC(=O)OC(CCC\C=C/CCCCC)C(CCC\C=C/CCCCC)CCC\C=C/CCCCC ((6Z,16Z)-12-((Z)-dec-4-enyl)docosa-6,16-dien-11-yl 6-bromohexanoate), teflon, CNC (dimethylamine). Solvent: C(C)O (ethanol). Conditions: temperature 70 celsius, time 8 hour. Yields the product CN(CCCCCC(=O)OC(CCC\C=C/CCCCC)C(CCC\C=C/CCCCC)CCC\C=C/CCCCC)C ((6Z,16Z)-12-((Z)-dec-4-enyl)docosa-6,16-dien-11-yl 6-(dimethylamino)hexanoate). Isolated yield 69.0%. As a reaction SMILES: Br[CH2:2][CH2:3][CH2:4][CH2:5][CH2:6][C:7]([O:9][CH:10]([CH:21]([CH2:32][CH2:33][CH2:34]/[CH:35]=[CH:36]\[CH2:37][CH2:38][CH2:39][CH2:40][CH3:41])[CH2:22][CH2:23][CH2:24]/[CH:25]=[CH:26]\[CH2:27][CH2:28][CH2:29][CH2:30][CH3:31])[CH2:11][CH2:12][CH2:13]/[CH:14]=[CH:15]\[CH2:16][CH2:17][CH2:18][CH2:19][CH3:20])=[O:8].[CH3:42][NH:43][CH3:44]>C(O)C>[CH3:42][N:43]([CH3:44])[CH2:2][CH2:3][CH2:4][CH2:5][CH2:6][C:7]([O:9][CH:10]([CH:21]([CH2:32][CH2:33][CH2:34]/[CH:35]=[CH:36]\[CH2:37][CH2:38][CH2:39][CH2:40][CH3:41])[CH2:22][CH2:23][CH2:24]/[CH:25]=[CH:26]\[CH2:27][CH2:28][CH2:29][CH2:30][CH3:31])[CH2:11][CH2:12][CH2:13]/[CH:14]=[CH:15]\[CH2:16][CH2:17][CH2:18][CH2:19][CH3:20])=[O:8]. Procedure: To (6Z,16Z)-12-((Z)-dec-4-enyl)docosa-6,16-dien-11-yl 6-bromohexanoate 10 (3.1 g, 4.9 mmol) in a teflon sealed pressure vessel was added 5.6 M dimethylamine in ethanol (20 mL) and the reaction was heated to 70° C. and stirred overnight. Once complete, the reaction was concentrated in vacuo to dryness. The residue was dissolved in ethyl acetate (100 mL) and washed with sodium bicarbonate solution (2×50 mL). The ethyl acetate layer was dried on magnesium sulfate, filtered, and concentrated in vacu...